describe an organic reaction: reactants, conditions, products, and yield From a dataset of the Open Reaction Database (ORD), a public repository of structured organic reaction records. Starting materials: C#Cc1cc(C(=O)N=S(C)(=O)c2ccccc2)cnc1N, Oc1ccc(I)cc1. Product: CS(=O)(=NC(=O)c1cnc(N)c(C#Cc2ccc(O)cc2)c1)c1ccccc1. As a reaction SMILES: [NH2:1][c:2]1[n:3][cH:4][c:5]([C:6](=[O:7])[N:8]=[S:9]([c:10]2[cH:11][cH:12][cH:13][cH:14][cH:15]2)(=[O:16])[CH3:17])[cH:18][c:19]1[C:20]#[CH:21].[OH:22][c:23]1[cH:24][cH:25][c:26]([I:27])[cH:28][cH:29]1>>[NH2:1][c:2]1[n:3][cH:4][c:5]([C:6](=[O:7])[N:8]=[S:9]([c:10]2[cH:11][cH:12][cH:13][cH:14][cH:15]2)(=[O:16])[CH3:17])[cH:18][c:19]1[C:20]#[C:21][c:26]1[cH:25][cH:24][c:23]([OH:22])[cH:29][cH:28]1. Yields the product ClC1=CC=C(C=C1)N1N=CC2=C1C1=CC=CC=C1C2 (1-(4'-Chlorophenyl)-1, 4-dihydro-indeno [1, 2-c] pyrazole). Run in C(C)O (ethanol). Starting materials: OCC=1C(C2=CC=CC=C2C1)=O (2-Hydroxymethyl inden-1-one), Cl.ClC1=CC=C(C=C1)NN (p-chlorophenylhydrazine hydrochloride), Cl (hydrochloric acid). Procedure details: 2-Hydroxymethyl inden-1-one (Example 1(ii)(a) (4.0 g; 25.00 mmol), p-chlorophenylhydrazine hydrochloride (Aldrich) (4.52 g; 25.25 mmol), 10M hydrochloric acid (1 cm3) and ethanol (30 cm3) were heated under reflux for 22 hours. After cooling, the solvent was evaporated and the residual dissolved in dichloromethane and washed with 2M sodium hydroxide. The organic extracts were then dried (Na2SO4), filtered and concentrated in vacuo. Purification was by column chromatography (Eluant: dichloromethan... Reaction SMILES: O[CH2:2][C:3]1[C:4](=O)[C:5]2[C:10]([CH:11]=1)=[CH:9][CH:8]=[CH:7][CH:6]=2.Cl.[Cl:14][C:15]1[CH:20]=[CH:19][C:18]([NH:21][NH2:22])=[CH:17][CH:16]=1.Cl>C(O)C>[Cl:14][C:15]1[CH:20]=[CH:19][C:18]([N:21]2[C:11]3[C:10]4[C:5]([CH2:4][C:3]=3[CH:2]=[N:22]2)=[CH:6][CH:7]=[CH:8][CH:9]=4)=[CH:17][CH:16]=1 |f:1.2|. The reactants are CCN=C=NCCCN(C)C, CN(C)c1ccncc1, ClCCl, O=C(O)CCCC(CO[N+](=O)[O-])O[N+](=O)[O-], OC1COC2C(OC3CCCCO3)COC12. Product: O=C(CCCC(CO[N+](=O)[O-])O[N+](=O)[O-])OC1COC2C(OC3CCCCO3)COC12. RXN SMILES: [CH3:33][CH2:34][N:35]=[C:36]=[N:37][CH2:38][CH2:39][CH2:40][N:41]([CH3:42])[CH3:43].[CH3:47][N:48]([CH3:49])[c:50]1[cH:51][cH:52][n:53][cH:54][cH:55]1.[Cl:44][CH2:45][Cl:46].[N+:17](=[O:18])([O-:19])[O:20][CH:21]([CH2:22][CH2:23][CH2:24][C:25](=[O:26])[OH:27])[CH2:28][O:29][N+:30](=[O:31])[O-:32].[O:1]1[CH:2]([O:7][CH:8]2[CH2:9][O:10][CH:11]3[CH:12]2[O:13][CH2:14][CH:15]3[OH:16])[CH2:3][CH2:4][CH2:5][CH2:6]1>>[O:1]1[CH:2]([O:7][CH:8]2[CH2:9][O:10][CH:11]3[CH:12]2[O:13][CH2:14][CH:15]3[O:16][C:25]([CH2:24][CH2:23][CH2:22][CH:21]([O:20][N+:17](=[O:18])[O-:19])[CH2:28][O:29][N+:30](=[O:31])[O-:32])=[O:26])[CH2:3][CH2:4][CH2:5][CH2:6]1. Reactants: N, [B-](C(CC)C)(C(CC)C)C(CC)C.[Na+], C1CN(C[C@@H](C1=O)O)S(=O)(=O)C. Reagents/catalysts: c1ccc(cc1)-c2c3ccccc3cc4ccccc24 (9-Phenylanthracene), CC(C)[O-].CC(C)[O-].CC(C)[O-].CC(C)[O-].[Ti+4] (Ti(OiPr)4). Reaction conditions: temperature 25 celsius, time 18 hour. Yields the product CS(=O)(=O)N1CC[C@@H](N)[C@@H](O)C1. As a reaction SMILES: [CH3:1][S:2]([N:5]1[CH2:11][C@H:9]([OH:10])[C:8](=O)[CH2:7][CH2:6]1)(=[O:4])=[O:3].[NH3:12].[Na+].CCC([BH-](C(CC)C)C(CC)C)C>>[CH3:1][S:2]([N:5]1[CH2:11][C@H:9]([OH:10])[C@H:8]([NH2:12])[CH2:7][CH2:6]1)(=[O:4])=[O:3].